Dataset: the Open Reaction Database (ORD), a public repository of structured organic reaction records. Task: describe an organic reaction: reactants, conditions, products, and yield Starting materials: [Cl-].[NH4+] (ammonium chloride), COC=1C=C(C=CC1OC)CCC(=O)O (3-(3,4-dimethoxyphenyl)-propionic acid), C(C)OCC (diethyl ether). The solvent is C1CCOC1 (THF). Reaction conditions: time 8 hour. Product: COC=1C=C(C=CC1OC)CCCO (3-(3,4-dimethoxy-phenyl)-propan-1-ol). As a reaction SMILES: [CH3:1][O:2][C:3]1[CH:4]=[C:5]([CH2:11][CH2:12][C:13](O)=[O:14])[CH:6]=[CH:7][C:8]=1[O:9][CH3:10].[Cl-].[NH4+].C(OCC)C>C1COCC1>[CH3:1][O:2][C:3]1[CH:4]=[C:5]([CH2:11][CH2:12][CH2:13][OH:14])[CH:6]=[CH:7][C:8]=1[O:9][CH3:10] |f:1.2|. Reported procedure: A solution of 6.0 g (28.5 mmol) 3-(3,4-dimethoxyphenyl)-propionic acid in 120 ml anhydrous THF is cooled to 0° C. and treated within 15 minutes with 42.75 ml borane THF complex (1 M solution). Stirring is continued overnight at rt. The resulting clear solution is cooled with an ice/water bath and hydrolyzed by the addition of 100 ml saturated ammonium chloride solution. Extractive work-up with diethyl ether furnishes a colourless oil, which is purified by chromatography (hexane/ethyl acetate) to...